Dataset: the Open Reaction Database (ORD), a public repository of structured organic reaction records. Task: describe an organic reaction: reactants, conditions, products, and yield Reactants: CN\C(=C\1/C(C2=C(S1)C=CC=C2)=O)\C2=CC=CC=C2 ((E)-2-[(methylamino)phenylmethylene]-benzo[b]thiophen-3(2H)-one), OO (hydrogen peroxide), S(=O)([O-])[O-].[Na+].[Na+] (sodium sulfite). The solvent is C(C)(=O)O (acetic acid). Reaction conditions: temperature 50 celsius, time 8 hour. The product is CN\C(=C\1/C(C2=C(S1(=O)=O)C=CC=C2)=O)\C2=CC=CC=C2 ((E)-2-[(Methylamino)phenylmethylene]-benzo[b]thiophen-3(2H)-one-1,1-dioxide). Reaction SMILES: [CH3:1][NH:2]/[C:3](/[C:14]1[CH:19]=[CH:18][CH:17]=[CH:16][CH:15]=1)=[C:4]1\[C:5](=[O:13])[C:6]2[CH:12]=[CH:11][CH:10]=[CH:9][C:7]=2S\1.OO.[S:22]([O-:25])([O-])=[O:23].[Na+].[Na+]>C(O)(=O)C>[CH3:1][NH:2]/[C:3](/[C:14]1[CH:19]=[CH:18][CH:17]=[CH:16][CH:15]=1)=[C:4]1\[C:5](=[O:13])[C:6]2[CH:12]=[CH:11][CH:10]=[CH:9][C:7]=2[S:22]\1(=[O:25])=[O:23] |f:2.3.4|. Procedure details: A mixture of 6.0 gm (0.0224 mol) of (E)-2-[(methylamino)phenylmethylene]-benzo[b]thiophen-3(2H)-one, 100 ml of glacial acetic acid and 3.5 ml (0.034 mol) of an aqueous 30% hydrogen peroxide solution was heated at 50° C. for four hours while stirring and then allowed to stand overnight at room temperature. After the addition of 40 ml of a 10% sodium sulfite solution, the mixture was concentrated by evaporation in vacuo, and the residue was suspended in 200 ml of water. The solid material precipit...